describe an organic reaction: reactants, conditions, products, and yield From a dataset of the Open Reaction Database (ORD), a public repository of structured organic reaction records. Starting materials: [Br-], C1CCOC1, C[Mg+], [Cl-], [NH4+], O=Cc1ccc2ccc(-c3ccccc3)nc2c1. Product: CC(O)c1ccc2ccc(-c3ccccc3)nc2c1. As a reaction SMILES: [Br-:1].[CH2:24]1[O:25][CH2:26][CH2:27][CH2:28]1.[CH3:2][Mg+:3].[Cl-:22].[NH4+:23].[c:4]1(-[c:10]2[n:11][c:12]3[cH:13][c:14]([CH:20]=[O:21])[cH:15][cH:16][c:17]3[cH:18][cH:19]2)[cH:5][cH:6][cH:7][cH:8][cH:9]1>>[CH3:2][CH:20]([c:14]1[cH:13][c:12]2[n:11][c:10](-[c:4]3[cH:5][cH:6][cH:7][cH:8][cH:9]3)[cH:19][cH:18][c:17]2[cH:16][cH:15]1)[OH:21].